From a dataset of the Open Reaction Database (ORD), a public repository of structured organic reaction records. describe an organic reaction: reactants, conditions, products, and yield Starting materials: COC(=O)CCCCCNc1ccccc1, Cl, O=N[O-], [Na+], O. The product is COC(=O)CCCCCN(N=O)c1ccccc1. RXN SMILES: [CH3:5][O:6][C:7](=[O:8])[CH2:9][CH2:10][CH2:11][CH2:12][CH2:13][NH:14][c:15]1[cH:16][cH:17][cH:18][cH:19][cH:20]1.[ClH:21].[N:1](=[O:2])[O-:3].[Na+:4].[OH2:22]>>[N:1](=[O:3])[N:14]([CH2:13][CH2:12][CH2:11][CH2:10][CH2:9][C:7]([O:6][CH3:5])=[O:8])[c:15]1[cH:16][cH:17][cH:18][cH:19][cH:20]1. The reactants are B, CO, O=Cc1cc(Cl)cc(Cl)c1, CC(N)C(O)c1ccc(O)c(NS(C)(=O)=O)c1, c1ccncc1. Yields the product CC(NCc1cc(Cl)cc(Cl)c1)C(O)c1ccc(O)c(NS(C)(=O)=O)c1. As a reaction SMILES: [BH3:7].[CH3:35][OH:36].[Cl:25][c:26]1[cH:27][c:28]([CH:29]=[O:30])[cH:31][c:32]([Cl:34])[cH:33]1.[NH2:8][CH:9]([CH:10]([OH:11])[c:12]1[cH:13][cH:14][c:15]([OH:23])[c:16]([NH:18][S:19](=[O:20])(=[O:21])[CH3:22])[cH:17]1)[CH3:24].[n:1]1[cH:2][cH:3][cH:4][cH:5][cH:6]1>>[NH:8]([CH:9]([CH:10]([OH:11])[c:12]1[cH:13][cH:14][c:15]([OH:23])[c:16]([NH:18][S:19](=[O:20])(=[O:21])[CH3:22])[cH:17]1)[CH3:24])[CH2:29][c:28]1[cH:27][c:26]([Cl:25])[cH:33][c:32]([Cl:34])[cH:31]1. Reactants: [OH-].[Na+] (sodium hydroxide), CO (methanol), COC(CC1=CC=C(C=C1)C#CC=1C=C2C(CC(OC2=C(C1)CC)(C)C)(C)C)=O ([4-(8-ethyl-2,2,4,4-tetramethyl-chroman-6-ylethynyl)phenyl] acetic acid methyl ester), COC(CC1=CC=C(C=C1)C#CC=1C=C2C(CC(OC2=C(C1)CC)(C)C)(C)C)=O ([4-(8-ethyl-2,2,4,4-tetramethyl-chroman-6-ylethynyl)phenyl] acetic acid methyl ester), O (water). The solvent is C(C)#N (acetonitrile). Yields the product C(C)C=1C=C(C=C2C(CC(OC12)(C)C)(C)C)C#CC1=CC=C(C=C1)CC(=O)O ([4-(8-Ethyl-2,2,4,4-tetramethyl-chroman-6-yl-ethynyl)phenyl] acetic acid), solid. Yield: 25.0%. RXN SMILES: C[O:2][C:3](=[O:29])[CH2:4][C:5]1[CH:10]=[CH:9][C:8]([C:11]#[C:12][C:13]2[CH:14]=[C:15]3[C:20](=[C:21]([CH2:23][CH3:24])[CH:22]=2)[O:19][C:18]([CH3:26])([CH3:25])[CH2:17][C:16]3([CH3:28])[CH3:27])=[CH:7][CH:6]=1.CO.[OH-].[Na+].O>C(#N)C>[CH2:23]([C:21]1[CH:22]=[C:13]([C:12]#[C:11][C:8]2[CH:9]=[CH:10][C:5]([CH2:4][C:3]([OH:29])=[O:2])=[CH:6][CH:7]=2)[CH:14]=[C:15]2[C:20]=1[O:19][C:18]([CH3:25])([CH3:26])[CH2:17][C:16]2([CH3:28])[CH3:27])[CH3:24] |f:2.3|. Procedure details: Following general procedure L and using [4-(8-ethyl-2,2,4,4-tetramethyl-chroman-6-ylethynyl)phenyl] acetic acid methyl ester (Compound 55, 0.035 g, 0.1 mmol), 5 mL of methanol and 1M sodium hydroxide solution (1 mL) followed by preparative reverse phase HPLC using 10% water in acetonitrile as the mobile phase, the title compound was obtained as a solid (0.11 g, 25%). Reactants: O.C1=CC=CC2=NC3=CC=CC=C3C(=C12)C(=O)O (9-acridinecarboxylic acid hydrate), S(=O)(Cl)Cl (thionyl chloride). The product is C1=CC=CC2=NC3=CC=CC=C3C(=C12)C(=O)Cl (9-Acridinecarbonyl Chloride). As a reaction SMILES: O.[CH:2]1[C:15]2[C:6](=[N:7][C:8]3[C:13]([C:14]=2[C:16]([OH:18])=O)=[CH:12][CH:11]=[CH:10][CH:9]=3)[CH:5]=[CH:4][CH:3]=1.S(Cl)([Cl:21])=O>>[CH:2]1[C:15]2[C:6](=[N:7][C:8]3[C:13]([C:14]=2[C:16]([Cl:21])=[O:18])=[CH:12][CH:11]=[CH:10][CH:9]=3)[CH:5]=[CH:4][CH:3]=1 |f:0.1|. Reported procedure: A mixture of 9-acridinecarboxylic acid hydrate (7.3 g, 30 mmole), and thionyl chloride (50 ml, 0.685 mole) was heated at reflux in a round bottom flask equipped with a reflux condenser, a drying tube, and a stirring bar. The reaction mixture was heated further for one hour after the dissolution occurred, the cooled and evaporated to remove any excess thionyl chloride. The residue was directly utilized in the subsequent reaction without further purification. Starting materials: N[C@H]1CN(C[C@@H]1O)C1=C(C=C(C(=O)NC2=CC=C(C=C2)OC(F)(F)Cl)C=C1)Br (4-((3S,4S)-3-amino-4-hydroxypyrrolidin-1-yl)-3-bromo-N-(4-(chlorodifluoromethoxy)phenyl)benzamide), CC1=NN(C(=C1)B1OC(C(O1)(C)C)(C)C)C1OCCCC1 (3-methyl-1-(tetrahydro-2H-pyran-2-yl)-5-(4,4,5,5-tetramethyl-1,3,2-dioxaborolan-2-yl)-1H-pyrazole). Yields the product N[C@H]1CN(C[C@@H]1O)C1=C(C=C(C(=O)NC2=CC=C(C=C2)OC(F)(F)Cl)C=C1)C1=CC(=NN1)C (4-((3S,4S)-3-Amino-4-hydroxypyrrolidin-1-yl)-N-(4-(chlorodifluoromethoxy)phenyl)-3-(3-methyl-1H-pyrazol-5-yl)benzamide). Reaction SMILES: [NH2:1][C@@H:2]1[C@@H:6]([OH:7])[CH2:5][N:4]([C:8]2[CH:27]=[CH:26][C:11]([C:12]([NH:14][C:15]3[CH:20]=[CH:19][C:18]([O:21][C:22]([Cl:25])([F:24])[F:23])=[CH:17][CH:16]=3)=[O:13])=[CH:10][C:9]=2Br)[CH2:3]1.[CH3:29][C:30]1[CH:34]=[C:33](B2OC(C)(C)C(C)(C)O2)[N:32](C2CCCCO2)[N:31]=1>>[NH2:1][C@@H:2]1[C@@H:6]([OH:7])[CH2:5][N:4]([C:8]2[CH:27]=[CH:26][C:11]([C:12]([NH:14][C:15]3[CH:20]=[CH:19][C:18]([O:21][C:22]([Cl:25])([F:24])[F:23])=[CH:17][CH:16]=3)=[O:13])=[CH:10][C:9]=2[C:33]2[NH:32][N:31]=[C:30]([CH3:29])[CH:34]=2)[CH2:3]1. Procedure: The title compound was prepared in an analogous fashion to that described in Example 76 using 4-((3S,4S)-3-amino-4-hydroxypyrrolidin-1-yl)-3-bromo-N-(4-(chlorodifluoromethoxy)phenyl)benzamide (Stage 76.1) and 3-methyl-1-(tetrahydro-2H-pyran-2-yl)-5-(4,4,5,5-tetramethyl-1,3,2-dioxaborolan-2-yl)-1H-pyrazole to afford the title compound as white solid. HPLC (Condition 7) tR=5.763 min, UPLC-MS (Condition 8) tR=0.82 min, m/z=478.2 [M+H]+; 1H-NMR (400 MHz, DMSO-d6) δ ppm 1.52 (br. s, 2H) 2.26 (br. s, ... Procedure details: For example, 2-bromophenol (4) is reacted with trifluoromethanesulfonic anhydride to form 2-(trifluoromethanesulfonyl)oxy-bromobenzene (5), which is then reacted with di(1-naphthyl)phosphine in the presence of a palladium complex catalyst to obtain (2-bromophenyl)[di(1-naphthyl)]phosphine (6). Next, the compound (6) is reacted with diethyl chlorophosphite in the presence of n-butyllithium to obtain diethyl 2-[di(1-naphthyl)phosphino]phenylphosphonite (7). Then, the compound (7) is reduced with l... Reaction SMILES: Br[C:2]1[CH:7]=[CH:6][CH:5]=[CH:4][C:3]=1[P:8]([C:19]1[C:28]2[C:23](=[CH:24][CH:25]=[CH:26][CH:27]=2)[CH:22]=[CH:21][CH:20]=1)[C:9]1[C:18]2[C:13](=[CH:14][CH:15]=[CH:16][CH:17]=2)[CH:12]=[CH:11][CH:10]=1.[P:29](Cl)([O:33][CH2:34][CH3:35])[O:30][CH2:31][CH3:32].C([Li])CCC>>[C:9]1([P:8]([C:19]2[C:28]3[C:23](=[CH:24][CH:25]=[CH:26][CH:27]=3)[CH:22]=[CH:21][CH:20]=2)[C:3]2[CH:4]=[CH:5][CH:6]=[CH:7][C:2]=2[P:29]([O:33][CH2:34][CH3:35])[O:30][CH2:31][CH3:32])[C:18]2[C:13](=[CH:14][CH:15]=[CH:16][CH:17]=2)[CH:12]=[CH:11][CH:10]=1. Yields the product C1(=CC=CC2=CC=CC=C12)P(C1=C(C=CC=C1)P(OCC)OCC)C1=CC=CC2=CC=CC=C12 (diethyl 2-[di(1-naphthyl)phosphino]phenylphosphonite). The reactants are BrC1=C(C=CC=C1)P(C1=CC=CC2=CC=CC=C12)C1=CC=CC2=CC=CC=C12 ((2-bromophenyl)[di(1-naphthyl)]phosphine), P(OCC)(OCC)Cl (diethyl chlorophosphite), C(CCC)[Li] (n-butyllithium). Starting materials: COC1=CC=C(C=N1)C1=CC=C(C=C1)/C=C/C(=O)OC (methyl (2E)-3-[4-(6-methoxypyridin-3-yl)phenyl]prop-2-enoate). The reagents and catalysts are [Pd] (Palladium on charcoal). Solvent: C(C)(=O)OCC.CO.O1CCCC1 (ethyl acetate methanol tetrahydrofuran). Reaction conditions: time 2.5 hour. Yields the product COC1=CC=C(C=N1)C1=CC=C(C=C1)CCC(=O)OC (methyl 3-[4-(6-methoxypyridin-3-yl)phenyl]propanoate). Reaction SMILES: [CH3:1][O:2][C:3]1[N:8]=[CH:7][C:6]([C:9]2[CH:14]=[CH:13][C:12](/[CH:15]=[CH:16]/[C:17]([O:19][CH3:20])=[O:18])=[CH:11][CH:10]=2)=[CH:5][CH:4]=1>C(OCC)(=O)C.CO.O1CCCC1.[Pd]>[CH3:1][O:2][C:3]1[N:8]=[CH:7][C:6]([C:9]2[CH:14]=[CH:13][C:12]([CH2:15][CH2:16][C:17]([O:19][CH3:20])=[O:18])=[CH:11][CH:10]=2)=[CH:5][CH:4]=1 |f:1.2.3|. Reported procedure: To a solution of compound obtained from step b above (8.1 g) in a mixture of ethyl acetate/methanol/tetrahydrofuran (˜300 mL), 10% Palladium on charcoal (1.6 g) was added and stirred under hydrogen atmosphere at 30 psi in a Paar apparatus for 2.5 hours. The reaction mixture was filtered through a celite pad, washed with ethyl acetate, and the filtrate was concentrated under reduced pressure to obtain the title compound as a white solid which was used as such for the next step. The reactants are C(#N)CC(=O)N(NC(=O)N)C1=C(C=CC=C1C)C (N-(2-cyanoacetyl)-1-(2,6-dimethylphenyl)semicarbazide), O (water), [OH-].[Na+] (sodium hydroxide). Solvent: C(C)O (ethanol). Reaction conditions: time 30 minute. Yields the product NC1=CC(NC(N1NC1=C(C=CC=C1C)C)=O)=O (6-amino-1-(2,6-dimethylanilino)-2,4-pyrimidinedione). RXN SMILES: C(CC([N:6]([C:11]1[C:16]([CH3:17])=[CH:15][CH:14]=[CH:13][C:12]=1[CH3:18])[NH:7][C:8]([NH2:10])=[O:9])=O)#N.[OH2:19].[OH-].[Na+]>C(O)C>[NH2:6][C:11]1[N:7]([NH:6][C:11]2[C:12]([CH3:18])=[CH:13][CH:14]=[CH:15][C:16]=2[CH3:17])[C:8](=[O:9])[NH:10][C:13](=[O:19])[CH:12]=1 |f:2.3|. Procedure details: One mole of the above phenylsemicarbazide is added to 400 ml of water, followed by the addition of 200 ml of ethanol. This mixture is heated to 85° and 165 ml of 10% sodium hydroxide is added. After 30 minutes the mixture is acidified to pH 5, cooled to RT, filtered and recrystallized in acetone/water, yielding 6-amino-1-(2,6-dimethylanilino)-2,4-pyrimidinedione. Starting materials: C=CCN(C)C(=O)Nc1cc(C(C)(C)C)on1, CO. The product is CN1CC(O)N(c2cc(C(C)(C)C)on2)C1=O. RXN SMILES: [C:1]([CH3:2])([CH3:3])([CH3:4])[c:5]1[cH:6][c:7]([NH:10][C:11](=[O:12])[N:13]([CH3:14])[CH2:15][CH:16]=[CH2:17])[n:8][o:9]1.[CH3:18][OH:19]>>[C:1]([CH3:2])([CH3:3])([CH3:4])[c:5]1[cH:6][c:7]([N:10]2[C:11](=[O:12])[N:13]([CH3:14])[CH2:15][CH:16]2[OH:19])[n:8][o:9]1.